From a dataset of the Open Reaction Database (ORD), a public repository of structured organic reaction records. describe an organic reaction: reactants, conditions, products, and yield Product: O=C1N(c2ccc(OC(F)(F)F)cc2)CC2CC(NS(=O)(=O)c3ccccc3Cl)CN12. Reactants: O=S(=O)(Cl)c1ccccc1Cl, NC1CC2CN(c3ccc(OC(F)(F)F)cc3)C(=O)N2C1. Reaction SMILES: [Cl:22][c:23]1[c:24]([S:29](=[O:30])(=[O:31])[Cl:32])[cH:25][cH:26][cH:27][cH:28]1.[NH2:1][CH:2]1[CH2:3][CH:4]2[N:5]([C:6](=[O:20])[N:7]([c:9]3[cH:10][cH:11][c:12]([O:15][C:16]([F:17])([F:18])[F:19])[cH:13][cH:14]3)[CH2:8]2)[CH2:21]1>>[NH:1]([CH:2]1[CH2:3][CH:4]2[N:5]([C:6](=[O:20])[N:7]([c:9]3[cH:10][cH:11][c:12]([O:15][C:16]([F:17])([F:18])[F:19])[cH:13][cH:14]3)[CH2:8]2)[CH2:21]1)[S:29]([c:24]1[c:23]([Cl:22])[cH:28][cH:27][cH:26][cH:25]1)(=[O:30])=[O:31].